Dataset: the Open Reaction Database (ORD), a public repository of structured organic reaction records. Task: describe an organic reaction: reactants, conditions, products, and yield The reactants are C(C1=CC=CC=C1)OC=1C=C2C(CC(OC2=CC1)(C)C)=O (6-benzyloxy-2,2-dimethylchroman-4-one), Cl.NO (hydroxylamine hydrochloride). Solvent: C(C)O (ethanol), N1=CC=CC=C1 (pyridine). Yields the product C(C1=CC=CC=C1)OC=1C=C2C(CC(OC2=CC1)(C)C)=NO (6-Benzyloxy-2,2-dimethylchroman-4-one oxime). Yield: 105.1%. RXN SMILES: [CH2:1]([O:8][C:9]1[CH:10]=[C:11]2[C:16](=[CH:17][CH:18]=1)[O:15][C:14]([CH3:20])([CH3:19])[CH2:13][C:12]2=O)[C:2]1[CH:7]=[CH:6][CH:5]=[CH:4][CH:3]=1.Cl.[NH2:23][OH:24]>C(O)C.N1C=CC=CC=1>[CH2:1]([O:8][C:9]1[CH:10]=[C:11]2[C:16](=[CH:17][CH:18]=1)[O:15][C:14]([CH3:20])([CH3:19])[CH2:13][C:12]2=[N:23][OH:24])[C:2]1[CH:7]=[CH:6][CH:5]=[CH:4][CH:3]=1 |f:1.2|. Procedure details: By heating 11.3 g (40 mmol) of 6-benzyloxy-2,2-dimethylchroman-4-one with 3.1 g (44 mmol) of hydroxylamine hydrochloride in 27 ml of ethanol and 27 ml of pyridine to 70° C. for 3 h, 12.5 g of product, m.p. 105-108° C., were obtained after distilling off the solvt in vac. and precipitating with water. The product was dissolved in EA, dried, concentrated and crystallized using petroleum ether; m.p. 118-120° C. Reactants: N (NH3), O1CCOCC1 (dioxane), ClCC(=O)N1[C@H](C(=O)O)CC[C@@H]1C#C ((5R)-1-(chloroacetyl)-5-ethynyl-L-proline), CN1CCOCC1 (4-methylmorpholine), C(C(C)C)OC(=O)Cl (isobutylchloroformate). Run in OS(=O)(=O)[O-].[K+] (KHSO4), C1CCOC1 (THF). Reaction conditions: temperature -15 celsius, time 30 minute. The product is ClCC(=O)N1[C@H](C(=O)N)CC[C@@H]1C#C ((5R)-1-(chloroacetyl)-5-ethynyl-L-prolinamide). As a reaction SMILES: [Cl:1][CH2:2][C:3]([N:5]1[C@@H:12]([C:13]#[CH:14])[CH2:11][CH2:10][C@H:6]1[C:7](O)=[O:8])=[O:4].C[N:16]1CCOCC1.C(OC(Cl)=O)C(C)C.N.O1CCOCC1>C1COCC1.OS([O-])(=O)=O.[K+]>[Cl:1][CH2:2][C:3]([N:5]1[C@@H:12]([C:13]#[CH:14])[CH2:11][CH2:10][C@H:6]1[C:7]([NH2:16])=[O:8])=[O:4] |f:6.7|. Procedure: To a stirred solution of (5R)-1-(chloroacetyl)-5-ethynyl-L-proline (1.89 g, 8.76 mmol) in THF (50 mL) at −15° C. under nitrogen was added 4-methylmorpholine (1.16 mL, 10.52 mmol), and then isobutylchloroformate (1.25 mL, 9.64 mmol) over 3 minutes. A white precipitate formed. The reaction mixture was stirred at −15° C. under nitrogen for 30 minutes, and a solution of NH3 in dioxane (0.5 M, 88 mL, 43.8 mmol) was added. The reaction mixture was stirred at −15° C. for 30 minutes, warmed to room temp... Starting materials: C(=O)NC=1SC=C(N1)C(C(=O)O)=NOCC(F)(F)F (2-(2-formamidothiazol-4-yl)-2-(2,2,2-trifluoroethoxyimino)acetic acid), P(=O)(Cl)(Cl)Cl (phosphoryl chloride), Cl.NC1[C@@H]2N(C(=C(CS2)Cl)C(=O)OCC2=CC=C(C=C2)[N+](=O)[O-])C1=O (4-nitrobenzyl 7-amino-3-chloro-3-cephem-4-carboxylate hydrochloride), C[Si](C)(C)CC(=O)N (trimethylsilylacetamide). Solvent: C(C)(=O)OCC (ethyl acetate), C(C)(=O)OCC (ethyl acetate), CN(C=O)C (N,N-dimethylformamide). The product is C(=O)NC=1SC=C(N1)C(C(=O)NC1[C@@H]2N(C(=C(CS2)Cl)C(=O)OCC2=CC=C(C=C2)[N+](=O)[O-])C1=O)=NOCC(F)(F)F (4-nitrobenzyl 7-[2-(2-formamidothiazol-4-yl)-2-(2,2,2-trifluoroethoxyimino)acetamido]-3-chloro-3-cephem-4-carboxylate). Yield: 96.7%. RXN SMILES: [CH:1]([NH:3][C:4]1[S:5][CH:6]=[C:7]([C:9](=[N:13][O:14][CH2:15][C:16]([F:19])([F:18])[F:17])[C:10]([OH:12])=O)[N:8]=1)=[O:2].P(Cl)(Cl)(Cl)=O.Cl.[NH2:26][CH:27]1[C:48](=[O:49])[N:29]2[C:30]([C:35]([O:37][CH2:38][C:39]3[CH:44]=[CH:43][C:42]([N+:45]([O-:47])=[O:46])=[CH:41][CH:40]=3)=[O:36])=[C:31]([Cl:34])[CH2:32][S:33][C@H:28]12.C[Si](CC(N)=O)(C)C>C(OCC)(=O)C.CN(C)C=O>[CH:1]([NH:3][C:4]1[S:5][CH:6]=[C:7]([C:9](=[N:13][O:14][CH2:15][C:16]([F:19])([F:18])[F:17])[C:10]([NH:26][CH:27]2[C:48](=[O:49])[N:29]3[C:30]([C:35]([O:37][CH2:38][C:39]4[CH:40]=[CH:41][C:42]([N+:45]([O-:47])=[O:46])=[CH:43][CH:44]=4)=[O:36])=[C:31]([Cl:34])[CH2:32][S:33][C@H:28]23)=[O:12])[N:8]=1)=[O:2] |f:2.3|. Procedure: A solution of 2-(2-formamidothiazol-4-yl)-2-(2,2,2-trifluoroethoxyimino)acetic acid (syn isomer, 0.9 g.), N,N-dimethylformamide (0.24 g.) and phosphoryl chloride (0.5 g.) in ethyl acetate (10 ml.) and a solution of 4-nitrobenzyl 7-amino-3-chloro-3-cephem-4-carboxylate hydrochloride (1.23 g.) and trimethylsilylacetamide (2.8 g.) in ethyl acetate (20 ml.) were treated in a similar manner to that of Example 21-(1) to give 4-nitrobenzyl 7-[2-(2-formamidothiazol-4-yl)-2-(2,2,2-trifluoroethoxyimino)ac... Starting materials: Cc1cc(CN(C)Cc2ccc(C(C)(C)C)cc2)cc(C(C)(C)O)c1, O=P(Cl)(Cl)Cl, c1ccncc1. Reaction SMILES: [C:1]([CH3:2])([CH3:3])([CH3:4])[c:5]1[cH:6][cH:7][c:8]([CH2:9][N:10]([CH3:11])[CH2:12][c:13]2[cH:14][c:15]([C:20]([CH3:21])([CH3:22])[OH:23])[cH:16][c:17]([CH3:19])[cH:18]2)[cH:24][cH:25]1.[P:26]([Cl:27])([Cl:28])([Cl:29])=[O:30].[cH:31]1[cH:32][cH:33][n:34][cH:35][cH:36]1>>[C:1]([CH3:2])([CH3:3])([CH3:4])[c:5]1[cH:6][cH:7][c:8]([CH2:9][N:10]([CH3:11])[CH2:12][c:13]2[cH:14][c:15]([C:20](=[CH2:21])[CH3:22])[cH:16][c:17]([CH3:19])[cH:18]2)[cH:24][cH:25]1. Product: C=C(C)c1cc(C)cc(CN(C)Cc2ccc(C(C)(C)C)cc2)c1.